This data is from the Open Reaction Database (ORD), a public repository of structured organic reaction records. The task is: describe an organic reaction: reactants, conditions, products, and yield The reactants are CN(C)C=O, [H-], CC(C)(C)OC(=O)NCCCI, [Na+], CCOC(=O)c1cc2c(C(F)(F)F)cc(O)cc2n1C. Yields the product CCOC(=O)c1cc2c(C(F)(F)F)cc(OCCCNC(=O)OC(C)(C)C)cc2n1C. Reaction SMILES: [CH3:35][N:36]([CH3:37])[CH:38]=[O:39].[H-:21].[I:23][CH2:24][CH2:25][CH2:26][NH:27][C:28]([O:29][C:30]([CH3:31])([CH3:32])[CH3:33])=[O:34].[Na+:22].[OH:1][c:2]1[cH:3][c:4]([C:17]([F:18])([F:19])[F:20])[c:5]2[cH:6][c:7]([C:12](=[O:13])[O:14][CH2:15][CH3:16])[n:8]([CH3:11])[c:9]2[cH:10]1>>[O:1]([c:2]1[cH:3][c:4]([C:17]([F:18])([F:19])[F:20])[c:5]2[cH:6][c:7]([C:12](=[O:13])[O:14][CH2:15][CH3:16])[n:8]([CH3:11])[c:9]2[cH:10]1)[CH2:24][CH2:25][CH2:26][NH:27][C:28]([O:29][C:30]([CH3:31])([CH3:32])[CH3:33])=[O:34]. Reactants: OC1C2=C(S(CC1)(=O)=O)SC(=C2)S(=O)(=O)N (5,6-dihydro-4-hydroxy-4H-thieno[2,3-b]thiopyran-2-sulfonamide-7,7-dioxide), S(O)(O)(=O)=O (sulfuric acid). Solvent: FC(C(=O)O)(F)F (trifluoroacetic acid). Reaction conditions: temperature 50 celsius. The product is S1C(=CC2=C1S(CC=C2)(=O)=O)S(=O)(=O)N (6H-Thieno[2,3-b]thiopyran-2-sulfonamide-7,7-dioxide). The yield is 87.8%. RXN SMILES: O[CH:2]1[CH2:7][CH2:6][S:5](=[O:9])(=[O:8])[C:4]2[S:10][C:11]([S:13]([NH2:16])(=[O:15])=[O:14])=[CH:12][C:3]1=2.S(=O)(=O)(O)O>FC(F)(F)C(O)=O>[S:10]1[C:4]2[S:5](=[O:8])(=[O:9])[CH2:6][CH:7]=[CH:2][C:3]=2[CH:12]=[C:11]1[S:13]([NH2:16])(=[O:14])=[O:15]. Procedure details: A mixture of 5,6-dihydro-4-hydroxy-4H-thieno[2,3-b]thiopyran-2-sulfonamide-7,7-dioxide (0.90 g, 0.0031 m), concentrated sulfuric acid (3 ml), and trifluoroacetic acid (20 ml) was stirred and heated at 50° C. for 20.5 hours. After removal of trifluoroacetic acid under reduced pressure, the residue was dissolved in ethyl acetate (25 ml) and the solution was washed with water, twice with saturated sodium bicarbonate solution, twice more with water and dried over sodium sulfate. The solvent was conc... Reactants: 3-aminoquinuclidine(1), C1(=C(C(=C(C(=C1F)F)F)N)F)N.Cl.Cl (dihydrochloride), resultant suspension, NC1=CC(=C(C(=O)O)C=C1Cl)O (4-amino-5-chloro-2-hydroxybenzoic acid), C(=O)(N1C=NC=C1)N1C=NC=C1 (1,1'-carbonyldiimidazole). Run in O1CCCC1 (tetrahydrofuran), CCOCC (ether), O1CCCC1 (tetrahydrofuran). Run at time 1 hour. The product is NC1=CC(=C(C(=O)NC2CN3CCC2CC3)C=C1Cl)O (4-Amino-5-chloro-2-hydroxy-N-(1-azabicyclo[2.2.2]oct-3-yl)benzamide). The yield is 89.6%. Reaction SMILES: [NH2:1][C:2]1[C:10]([Cl:11])=[CH:9][C:5]([C:6]([OH:8])=O)=[C:4]([OH:12])[CH:3]=1.[C:13]([N:20]1[CH:24]=[CH:23][N:22]=[CH:21]1)(N1C=CN=C1)=O.[C:25]1(N)[C:30](F)=C(F)C(F)=C(N)[C:26]=1F.Cl.Cl>O1CCCC1.CCOCC>[NH2:1][C:2]1[C:10]([Cl:11])=[CH:9][C:5]([C:6]([NH:22][CH:23]2[CH:25]3[CH2:30][CH2:13][N:20]([CH2:21][CH2:26]3)[CH2:24]2)=[O:8])=[C:4]([OH:12])[CH:3]=1 |f:2.3.4|. Procedure: A solution of 4-amino-5-chloro-2-hydroxybenzoic acid (5.63 g, 30 mmole) in anhydrous tetrahydrofuran (30 ml) under nitrogen is treated with 1,1'-carbonyldiimidazole (5.03 g, 31 mmole), stirred at room temperature for one hour, and degassed by bubbling nitrogen over 20 minutes. A solution of 3-aminoquinuclidine(1) (from 36 mmole of the dihydrochloride) in anhydrous tetrahydrofuran (20 ml) is added, and the mixture is stirred at room temperature for 18 hours and at 50° C. for one hour. The resulta... Starting materials: O[C@@H]1CC[C@@H]2[C@H]3C[C@@H]4[C@@](C[C@@H]3CC[C@H]2C1)(CC(C4)=O)C ((3R,4aS,6aS,7aS,10aS,11aS,11bS)-3-Hydroxy-7a-methyl-hexadeca hydro-9H-cyclopenta[b]phenanthren-9-one), [I-].C[S+](C)C (trimethylsulfonium iodide), CC(C)([O-])C.[K+] (potassium tert-butoxide), O (water). Run in CS(=O)C (DMSO). Run at time 3 hour. Yields the product C[C@@]12C[C@@H]3CC[C@H]4C[C@@H](CC[C@@H]4[C@H]3C[C@H]1CC[C@@]21OC1)O ((2′R,3R,4aS,6aS,7aR,10aR,11aS,11bS)-Hexadecahydro-7a-methyl-spiro[8H-cyclopenta[b]phenanthrene-8,2′-oxiran]-3-ol). The yield is 75.3%. RXN SMILES: [OH:1][C@H:2]1[CH2:15][C@H:14]2[C@@H:5]([C@@H:6]3[C@@H:11]([CH2:12][CH2:13]2)[CH2:10][C@@:9]2([CH3:20])[CH2:16][C:17](=[O:19])[CH2:18][C@@H:8]2[CH2:7]3)[CH2:4][CH2:3]1.[I-].[CH3:22][S+](C)C.CC(C)([O-])C.[K+].O>CS(C)=O>[CH3:20][C@:9]12[C@@:16]3([CH2:17][O:19]3)[CH2:22][CH2:18][C@@H:8]1[CH2:7][C@H:6]1[C@@H:11]([CH2:12][CH2:13][C@@H:14]3[C@@H:5]1[CH2:4][CH2:3][C@@H:2]([OH:1])[CH2:15]3)[CH2:10]2 |f:1.2,3.4|. Reported procedure: To a solution of compound 45 (45 mg, 0.16 mmol) in DMSO (3 mL) was added trimethylsulfonium iodide (202 mg, 1.0 mmol) and potassium tert-butoxide (112 mg, 1.0 mmol) at room temperature. After 3 h, water was added (20 mL) and the product extracted into EtOAc (50 mL×3). The combined extracts were dried, filtered, and concentrated. The residue was purified by flash column chromatography (silica gel eluted with 30% EtOAc in hexanes) to give compound 46 (35 mg, 75%) as a white solid: mp 165-167° C.; ...